Dataset: the Open Reaction Database (ORD), a public repository of structured organic reaction records. Task: describe an organic reaction: reactants, conditions, products, and yield The reactants are CC(C)C[Al+]CC(C)C, Cc1ccccc1, [H-], CCCc1c(C(=O)OC)cn(S(=O)(=O)c2ccccc2)c1-c1ccccc1. Product: CCCc1c(CO)cn(S(=O)(=O)c2ccccc2)c1-c1ccccc1. As a reaction SMILES: [CH2:29]([Al+:30][CH2:31][CH:32]([CH3:33])[CH3:34])[CH:35]([CH3:36])[CH3:37].[CH3:38][c:39]1[cH:40][cH:41][cH:42][cH:43][cH:44]1.[H-:28].[c:1]1(-[c:7]2[c:8]([CH2:25][CH2:26][CH3:27])[c:9]([C:21](=[O:22])[O:23][CH3:24])[cH:10][n:11]2[S:12](=[O:13])(=[O:14])[c:15]2[cH:16][cH:17][cH:18][cH:19][cH:20]2)[cH:2][cH:3][cH:4][cH:5][cH:6]1>>[c:1]1(-[c:7]2[c:8]([CH2:25][CH2:26][CH3:27])[c:9]([CH2:21][OH:22])[cH:10][n:11]2[S:12](=[O:13])(=[O:14])[c:15]2[cH:16][cH:17][cH:18][cH:19][cH:20]2)[cH:2][cH:3][cH:4][cH:5][cH:6]1. Reactants: N1=CC=CC=C1 (pyridine), S(Cl)Cl (sulfur dichloride), N(CC(=O)[O-])CC(=O)OCC (ethyl iminodiacetate). Run in C(Cl)(Cl)(Cl)Cl (carbon tetrachloride). Run at time 1 hour. Product: C(C)OC(=O)CN(SCl)CC(=O)OCC (Bis(ethoxycarbonylmethyl)aminosulfenyl Chloride). Reaction SMILES: [S:1]([Cl:3])Cl.N1C=CC=[CH:6][CH:5]=1.[NH:10]([CH2:15][C:16]([O:18][CH2:19][CH3:20])=[O:17])[CH2:11][C:12]([O-:14])=[O:13]>C(Cl)(Cl)(Cl)Cl>[CH2:19]([O:18][C:16]([CH2:15][N:10]([CH2:11][C:12]([O:14][CH2:5][CH3:6])=[O:13])[S:1][Cl:3])=[O:17])[CH3:20]. Procedure details: 2.1 g (0.02 mole) of sulfur dichloride was dissolved in 35 ml of carbon tetrachloride, and 1.6 g (0.02 mole) of pyridine was dropwise added to the resulting solution at 0° to 5° C. After completion of the dropwise addition, 3.8 g (0.02 mole) of ethyl iminodiacetate was further dropwise added thereto at 10° to 20° C., and the resulting mixture was stirred for one hour at the same temperature. After completion of the reaction, crystals were filtered off, and the mother liquor was concentrated unde...